This data is from the Open Reaction Database (ORD), a public repository of structured organic reaction records. The task is: describe an organic reaction: reactants, conditions, products, and yield Reactants: C1CCOC1, C, N=C(N)c1ccc2[nH]c(-c3cc(Cl)cc(-c4cccc(N)c4)c3O)nc2c1, [Na+], [OH-], O, O=S(=O)(Cl)Cl. Product: CS(=O)(=O)Nc1cccc(-c2cc(Cl)cc(-c3nc4cc(C(=N)N)ccc4[nH]3)c2O)c1. As a reaction SMILES: [CH2:36]1[O:37][CH2:38][CH2:39][CH2:40]1.[CH4:35].[NH2:1][c:2]1[cH:3][c:4](-[c:8]2[c:9]([OH:27])[c:10](-[c:15]3[n:16][c:17]4[c:18]([nH:19]3)[cH:20][cH:21][c:22]([C:24](=[NH:25])[NH2:26])[cH:23]4)[cH:11][c:12]([Cl:14])[cH:13]2)[cH:5][cH:6][cH:7]1.[Na+:29].[OH-:28].[OH2:41].[S:30](=[O:31])(=[O:32])([Cl:33])[Cl:34]>>[NH:1]([c:2]1[cH:3][c:4](-[c:8]2[c:9]([OH:27])[c:10](-[c:15]3[n:16][c:17]4[c:18]([nH:19]3)[cH:20][cH:21][c:22]([C:24](=[NH:25])[NH2:26])[cH:23]4)[cH:11][c:12]([Cl:14])[cH:13]2)[cH:5][cH:6][cH:7]1)[S:30](=[O:31])(=[O:32])[CH3:35]. The reactants are Cl.NC1CC2=CC=C(C=C2C1)OCC(=O)OC (methyl (2-aminoindan-5-yl)oxyacetate hydrochloride), O (water), C([O-])([O-])=O.[K+].[K+] (potassium carbonate), ClC1=CC=C(C=C1)S(=O)(=O)Cl (4-chlorophenylsulfonyl chloride). The solvent is C(C)(=O)OCC (ethyl acetate), C(C)(=O)OCC (ethyl acetate). Reaction conditions: time 2 hour. Yields the product ClC1=CC=C(C=C1)S(=O)(=O)NC1CC2=CC=C(C=C2C1)OCC(=O)O ({2-[(4-chlorophenyl)sulfonylamino]indan-5-yl}oxyacetic acid). Isolated yield 93.5%. As a reaction SMILES: Cl.[NH2:2][CH:3]1[CH2:11][C:10]2[C:5](=[CH:6][CH:7]=[C:8]([O:12][CH2:13][C:14]([O:16]C)=[O:15])[CH:9]=2)[CH2:4]1.O.C(=O)([O-])[O-].[K+].[K+].[Cl:25][C:26]1[CH:31]=[CH:30][C:29]([S:32](Cl)(=[O:34])=[O:33])=[CH:28][CH:27]=1>C(OCC)(=O)C>[Cl:25][C:26]1[CH:31]=[CH:30][C:29]([S:32]([NH:2][CH:3]2[CH2:11][C:10]3[C:5](=[CH:6][CH:7]=[C:8]([O:12][CH2:13][C:14]([OH:16])=[O:15])[CH:9]=3)[CH2:4]2)(=[O:34])=[O:33])=[CH:28][CH:27]=1 |f:0.1,3.4.5|. Reported procedure: 2.71 g of methyl (2-aminoindan-5-yl)oxyacetate hydrochloride are added to a mixture of 80 ml of ethyl acetate, 40 ml of water and 415 mg of potassium carbonate and a solution of 2.11 g of 4-chlorophenylsulfonyl chloride in 40 ml of ethyl acetate is added dropwise thereto. The mixture is stirred for 2 hours and the ethyl acetate layer is separated. The ethyl acetate layer is washed successively with an aqueous 10% hydrochloric acid solution, an aqueous saturated sodium bicarbonate solution and an... Reactants: CC(=O)O[BH-](OC(C)=O)OC(C)=O, O=C([O-])O, CC(=O)O, Cc1[nH]n(C2CCNCC2)c(=O)c1Cc1ccccc1, COc1ccc(COC(=O)C(C2CCCCC2)N2CC(C=O)C(c3ccccc3)C2)cc1, CO, CCOC(C)=O, ClCCCl, [Na+], [Na+]. Yields the product COc1ccc(COC(=O)C(C2CCCCC2)N2CC(CN3CCC(n4[nH]c(C)c(Cc5ccccc5)c4=O)CC3)C(c3ccccc3)C2)cc1. Reaction SMILES: [C:53]([O:54][BH-:55]([O:56][C:57](=[O:58])[CH3:59])[O:60][C:61](=[O:62])[CH3:63])(=[O:64])[CH3:65].[C:67](=[O:68])([OH:69])[O-:70].[C:78]([OH:79])(=[O:80])[CH3:81].[CH2:33]([c:34]1[cH:35][cH:36][cH:37][cH:38][cH:39]1)[c:40]1[c:41](=[O:52])[n:42]([CH:46]2[CH2:47][CH2:48][NH:49][CH2:50][CH2:51]2)[nH:43][c:44]1[CH3:45].[CH3:1][O:2][c:3]1[cH:4][cH:5][c:6]([CH2:7][O:8][C:9]([CH:10]([CH:11]2[CH2:12][CH2:13][CH2:14][CH2:15][CH2:16]2)[N:17]2[CH2:18][CH:19]([CH:28]=[O:29])[CH:20]([c:22]3[cH:23][cH:24][cH:25][cH:26][cH:27]3)[CH2:21]2)=[O:30])[cH:31][cH:32]1.[CH3:76][OH:77].[CH3:82][CH2:83][O:84][C:85](=[O:86])[CH3:87].[Cl:72][CH2:73][CH2:74][Cl:75].[Na+:66].[Na+:71]>>[CH3:1][O:2][c:3]1[cH:4][cH:5][c:6]([CH2:7][O:8][C:9]([CH:10]([CH:11]2[CH2:12][CH2:13][CH2:14][CH2:15][CH2:16]2)[N:17]2[CH2:18][CH:19]([CH2:28][N:49]3[CH2:48][CH2:47][CH:46]([n:42]4[c:41](=[O:52])[c:40]([CH2:33][c:34]5[cH:35][cH:36][cH:37][cH:38][cH:39]5)[c:44]([CH3:45])[nH:43]4)[CH2:51][CH2:50]3)[CH:20]([c:22]3[cH:23][cH:24][cH:25][cH:26][cH:27]3)[CH2:21]2)=[O:30])[cH:31][cH:32]1. The reactants are O=C([O-])[O-], Cc1ccccc1, CCOC(C)=O, CC(C)c1cc(C(C)C)c(-c2ccccc2P(C2CCCCC2)C2CCCCC2)c(C(C)C)c1, [Cs+], [Cs+], Fc1ccccc1Cc1n[nH]c2nccnc12, Nc1nc(N)nc(Cl)n1. The product is Nc1nc(N)nc(-n2nc(Cc3ccccc3F)c3nccnc32)n1. RXN SMILES: [C:61](=[O:62])([O-:63])[O-:64].[CH3:67][c:68]1[cH:69][cH:70][cH:71][cH:72][cH:73]1.[CH3:74][CH2:75][O:76][C:77](=[O:78])[CH3:79].[CH:27]1([P:28]([CH:29]2[CH2:30][CH2:31][CH2:32][CH2:33][CH2:34]2)[c:35]2[cH:36][cH:37][cH:38][cH:39][c:40]2-[c:41]2[c:42]([CH:43]([CH3:44])[CH3:45])[cH:46][c:47]([CH:48]([CH3:49])[CH3:50])[cH:51][c:52]2[CH:53]([CH3:54])[CH3:55])[CH2:56][CH2:57][CH2:58][CH2:59][CH2:60]1.[Cs+:65].[Cs+:66].[F:1][c:2]1[c:3]([CH2:4][c:5]2[n:6][nH:7][c:8]3[n:9][cH:10][cH:11][n:12][c:13]23)[cH:14][cH:15][cH:16][cH:17]1.[NH2:18][c:19]1[n:20][c:21]([NH2:22])[n:23][c:24]([Cl:25])[n:26]1>>[F:1][c:2]1[c:3]([CH2:4][c:5]2[n:6][n:7](-[c:24]3[n:23][c:21]([NH2:22])[n:20][c:19]([NH2:18])[n:26]3)[c:8]3[n:9][cH:10][cH:11][n:12][c:13]23)[cH:14][cH:15][cH:16][cH:17]1. The reactants are ClC1=C(C=CC=C1Cl)CCC(=O)OC (Methyl 3-(2,3-dichlorophenyl)propionate). Run in [OH-].[Na+] (sodium hydroxide). Product: ClC1=C(C=CC=C1Cl)CCC(=O)O (3-(2,3-dichlorophenyl)propionic acid). Reaction SMILES: [Cl:1][C:2]1[C:7]([Cl:8])=[CH:6][CH:5]=[CH:4][C:3]=1[CH2:9][CH2:10][C:11]([O:13]C)=[O:12]>[OH-].[Na+]>[Cl:1][C:2]1[C:7]([Cl:8])=[CH:6][CH:5]=[CH:4][C:3]=1[CH2:9][CH2:10][C:11]([OH:13])=[O:12] |f:1.2|. Reported procedure: Methyl 3-(2,3-dichlorophenyl)propionate was refluxed in 10% aqueous sodium hydroxide (1 l.) for two hours and the reaction mixture was cooled, acidified and filtered. The filter cake was dissolved in hot aqueous sodium bicarbonate, and filtered. The filtrate was acidified and filtered to yield 3-(2,3-dichlorophenyl)propionic acid.